describe an organic reaction: reactants, conditions, products, and yield From a dataset of the Open Reaction Database (ORD), a public repository of structured organic reaction records. The reactants are CC(=O)C (acetone), C(=O)(OCC)C(C(C)=O)CC#C (3-carbethoxy-5-hexyn-2-one), C(O)(O)=O.NC(=N)N (guanidine carbonate), C(C)O (ethanol). The solvent is CS(=O)C (dimethylsulfoxide). The product is CC=1C2=C(N=CN1)OC(=C2)C (4,6-dimethylfuro[2,3-d]pyrimidine). The yield is 59.0%. As a reaction SMILES: [C:1]([CH:6]([CH2:10]C#C)[C:7](=O)[CH3:8])([O:3][CH2:4][CH3:5])=O.C(=O)(O)O.[NH2:17][C:18](N)=[NH:19].C(O)C.CC(C)=O>CS(C)=O>[CH3:8][C:7]1[C:6]2[CH:10]=[C:4]([CH3:5])[O:3][C:1]=2[N:17]=[CH:18][N:19]=1 |f:1.2|. Reported procedure: A mixture of 6.0 g 3-carbethoxy-5-hexyn-2-one and 3.6 g guanidine carbonate was heated in 9 ml dimethylsulfoxide under a nitrogen atmosphere at 140° for 4 hours. The ethanol produced in the reaction was removed as it was formed by distillation. After cooling to room temperature, acetone was added then the crystalline solid was collected then rinsed with water to yield 2.6 g of 4,6-dimethylfuro[2,3-d]pyrimidine; m.p. 262°-263°. Absorptions at 2.55 (singlet), 2.82 (singlet) and 6.58 (broadened sin... The reactants are Cl(=O)(=O)(=O)O (Perchloric acid), COC1=CC=C(C=C1)C1=CC=C(C=C1)CC[C@H]1[C@@H]([C@H]2[C@H](OC(O2)(C)C)O1)CCN1N=NC2=C(C1=O)C=CC=C2 (3-(2-{(3aS,5S,6S,6aS)-5-[2-(4′-methoxybiphenyl-4-yl)ethyl]-2,2-dimethyltetrahydrofuro[2,3-d][1,3]dioxol-6-yl}ethyl)-1,2,3-benzotriazin-4(3H)-one). Run in C(C)#N (acetonitrile), C(C)(=O)OCC (ethyl acetate), O (water), O (water). Reaction conditions: temperature 55 celsius. Product: O[C@H]1[C@H]([C@@H](O[C@H]1O)CCC1=CC=C(C=C1)C1=CC=C(C=C1)OC)CCN1N=NC2=C(C1=O)C=CC=C2 (3-(2-{(2S,3R,4S,5R)-4,5-dihydroxy-2-[2-(4′-methoxybiphenyl-4-yl)ethyl]tetrahydrofuran-3-yl}ethyl)-1,2,3-benzotriazin-4(3H)-one). As a reaction SMILES: Cl(O)(=O)(=O)=O.[CH3:6][O:7][C:8]1[CH:13]=[CH:12][C:11]([C:14]2[CH:19]=[CH:18][C:17]([CH2:20][CH2:21][C@@H:22]3[O:31][C@H:25]4[O:26]C(C)(C)[O:28][C@H:24]4[C@H:23]3[CH2:32][CH2:33][N:34]3[C:39](=[O:40])[C:38]4[CH:41]=[CH:42][CH:43]=[CH:44][C:37]=4[N:36]=[N:35]3)=[CH:16][CH:15]=2)=[CH:10][CH:9]=1>C(#N)C.C(OCC)(=O)C.O>[OH:28][C@@H:24]1[C@H:25]([OH:26])[O:31][C@@H:22]([CH2:21][CH2:20][C:17]2[CH:18]=[CH:19][C:14]([C:11]3[CH:10]=[CH:9][C:8]([O:7][CH3:6])=[CH:13][CH:12]=3)=[CH:15][CH:16]=2)[C@@H:23]1[CH2:32][CH2:33][N:34]1[C:39](=[O:40])[C:38]2[CH:41]=[CH:42][CH:43]=[CH:44][C:37]=2[N:36]=[N:35]1. Procedure details: Perchloric acid (0.2 mL) was added to a solution of the compound obtained from step f above (0.6 g) in acetonitrile (50 mL) and water (10 mL) at room temperature. The reaction mixture was heated to 55° C. for 30 minutes. The reaction mixture was then quenched using a sodium hydrogen carbonate solution. The solvents were evaporated at reduced pressure. The residue thus obtained was taken in ethyl acetate and water. The organic layer was separated, washed with water and brine solution, and dried o... The reactants are [OH-].[Na+] (sodium hydroxide), [H-].[Al+3].[Li+].[H-].[H-].[H-] (lithium aluminium hydride), CCOCC (ether), C1(=CC=CC=C1)C1=NC(=CC2=C1N1CCCC3=CC=CC2=C13)C(=O)OCC (8-phenyl-10-ethoxycarbonyl-5,6-dihydro-4H-pyrido[4',3':4,5]pyrrolo[3,2,1-ij]quinoline). Solvent: O (water), O1CCCC1 (tetrahydrofuran). Reaction conditions: time 15 minute. The product is C1(=CC=CC=C1)C1=NC(=CC2=C1N1CCCC3=CC=CC2=C13)CO (8-phenyl-10-hydroxymethyl-5,6-dihydro-4H-pyrido[4',3':4,5]pyrrolo[3,2,1-ij]quinoline). Isolated yield 75.5%. RXN SMILES: [C:1]1([C:7]2[C:12]3[N:13]4[C:22]5[C:17](=[CH:18][CH:19]=[CH:20][C:21]=5[C:11]=3[CH:10]=[C:9]([C:23](OCC)=[O:24])[N:8]=2)[CH2:16][CH2:15][CH2:14]4)[CH:6]=[CH:5][CH:4]=[CH:3][CH:2]=1.[H-].[Al+3].[Li+].[H-].[H-].[H-].CCOCC.[OH-].[Na+]>O1CCCC1.O>[C:1]1([C:7]2[C:12]3[N:13]4[C:22]5[C:17](=[CH:18][CH:19]=[CH:20][C:21]=5[C:11]=3[CH:10]=[C:9]([CH2:23][OH:24])[N:8]=2)[CH2:16][CH2:15][CH2:14]4)[CH:2]=[CH:3][CH:4]=[CH:5][CH:6]=1 |f:1.2.3.4.5.6,8.9|. Procedure: 1.4 g (4 mmol) of 8-phenyl-10-ethoxycarbonyl-5,6-dihydro-4H-pyrido[4',3':4,5]pyrrolo[3,2,1-ij]quinoline were dissolved in 25 ml of tetrahydrofuran and added dropwise to a mixture of 0.5 g (13 mmol) of lithium aluminium hydride and 10 ml of ether at a temperature of 30° C. After cooling, 1 ml of water and 1 ml of 2N sodium hydroxide solution were added dropwise successively. After boiling for 15 minutes the solid was filtered off. The filtrate was evaporated in vacuum. The residue was boiled with... The reactants are C1(=CC=CC=C1)/C=C/C(N)=N ((2E)-3-phenyl-2-propenimidamide), C1(CCCCO1)=O (δ-valerolactone), C(=O)OCC (ethyl formate), [H-].[Na+] (sodium hydride). The solvent is CCO (EtOH), C(C)OCC (diethyl ether), O (water). Reaction conditions: time 45 minute. Product: OCCCC=1C(N=C(NC1)\C=C\C1=CC=CC=C1)=O (5-(3-Hydroxypropyl)-2-[(E)-2-phenylethenyl]-4(1H)-pyrimidinone). The yield is 44.9%. Reaction SMILES: [C:1]1(=[O:7])[O:6][CH2:5][CH2:4][CH2:3][CH2:2]1.[CH:8](OCC)=O.[H-].[Na+].[C:15]1(/[CH:21]=[CH:22]/[C:23](=[NH:25])[NH2:24])[CH:20]=[CH:19][CH:18]=[CH:17][CH:16]=1>C(OCC)C.CCO.O>[OH:6][CH2:5][CH2:4][CH2:3][C:2]1[C:1](=[O:7])[N:25]=[C:23](/[CH:22]=[CH:21]/[C:15]2[CH:20]=[CH:19][CH:18]=[CH:17][CH:16]=2)[NH:24][CH:8]=1 |f:2.3|. Procedure details: To δ-valerolactone (2.0 g; 20 mmol) in anhydrous diethyl ether (20 ml) was added ethyl formate (1.6 mL; 21 mmol) and sodium hydride (1.0 g of a 60% w:w dispersion in oil, 25 mmol). The reaction was allowed to stir at room temperature under nitrogen for 45 min. A solution of (2E)-3-phenyl-2-propenimidamide (2.92 g; 20 mmol) in EtOH (25 ml) was added, the mixture was then heated to 70° C. and stirred at this temperature for 4 hours. The reaction was cooled to room temperature, water was added (50 ... Reactants: CC(C)(O)CC1COC(C)(C2CCC3C(O[Si](C)(C)C(C)(C)C)CCCC32C)C1, C1CCOC1, CCOC(C)=O, O. The product is CC(C)(O)CC1COC(C)(C2CCC3C(O)CCCC32C)C1. As a reaction SMILES: [C:1]([Si:2]([CH3:3])([CH3:4])[O:6][CH:7]1[CH2:8][CH2:9][CH2:10][C:11]2([CH3:27])[CH:12]([C:16]3([CH3:26])[CH2:17][CH:18]([CH2:21][C:22]([CH3:23])([OH:24])[CH3:25])[CH2:19][O:20]3)[CH2:13][CH2:14][CH:15]12)([CH3:5])([CH3:28])[CH3:29].[CH2:37]1[O:38][CH2:39][CH2:40][CH2:41]1.[CH3:31][CH2:32][O:33][C:34]([CH3:35])=[O:36].[OH2:30]>>[OH:6][CH:7]1[CH2:8][CH2:9][CH2:10][C:11]2([CH3:27])[CH:12]([C:16]3([CH3:26])[CH2:17][CH:18]([CH2:21][C:22]([CH3:23])([OH:24])[CH3:25])[CH2:19][O:20]3)[CH2:13][CH2:14][CH:15]12. The reactants are [H-].[Na+] (sodium hydride), [Na+].[Cl-] (NaCl), ClC=1C=C(C=NC1)O (5-chloro-3-pyridinol), ClCCCI (1-chloro-3-iodopropane). The solvent is CN(C=O)C (DMF), O (Water), CN(C=O)C (N,N-dimethylformamide). Product: ClC=1C=NC=C(C1)OCCCCl (3-Chloro-5-(3-chloropropoxy)pyridine). Yield: 72.2%. Reaction SMILES: [Cl:1][C:2]1[CH:3]=[C:4]([OH:8])[CH:5]=[N:6][CH:7]=1.[H-].[Na+].[Cl:11][CH2:12][CH2:13][CH2:14]I.[Na+].[Cl-]>CN(C)C=O.O>[Cl:1][C:2]1[CH:7]=[N:6][CH:5]=[C:4]([O:8][CH2:14][CH2:13][CH2:12][Cl:11])[CH:3]=1 |f:1.2,4.5|. Procedure: Under a nitrogen atmosphere, a solution of 5-chloro-3-pyridinol (15.00 g, 115.8 mmol) in N,N-dimethylformamide (DMF) (10 mL) was added drop-wise over 5 min to a cold (0-5° C.), stirring slurry of sodium hydride (3.69 g of an 80% dispersion in mineral oil, 123.0 mmol) in DMF (15 mL). The mixture was allowed to stir and warm to ambient temperature over 1 h. Next, 1-chloro-3-iodopropane (28.4 g, 138.9 mmol) was added drop-wise over 5 min. The resulting dark-brown mixture was stirred at ambient temp...